This data is from the Open Reaction Database (ORD), a public repository of structured organic reaction records. The task is: describe an organic reaction: reactants, conditions, products, and yield Starting materials: N1C=C(C=2C1=NC=CC2)C=O (1H-pyrrolo[2,3-b]pyridine-3-carboxaldehyde), CC(C)=CC (2-methyl-2-butene), Cl(=O)[O-].[Na+] (sodium chlorite), P(=O)([O-])(O)O.[Na+] (monosodium phosphate). The solvent is O1CCOCC1 (dioxane), O (water). Conditions: temperature 20 celsius, time 15 hour. Yields the product N1C=C(C=2C1=NC=CC2)C(=O)O (1H-pyrrolo[2,3-b]pyridine-3-carboxylic acid). Yield: 86.4%. Reaction SMILES: [NH:1]1[C:5]2=[N:6][CH:7]=[CH:8][CH:9]=[C:4]2[C:3]([CH:10]=[O:11])=[CH:2]1.CC(=CC)C.Cl([O-])=[O:18].[Na+].P(O)(O)([O-])=O.[Na+]>O.O1CCOCC1>[NH:1]1[C:5]2=[N:6][CH:7]=[CH:8][CH:9]=[C:4]2[C:3]([C:10]([OH:18])=[O:11])=[CH:2]1 |f:2.3,4.5|. Procedure: 2.3 g (15.7 mmol) of 1H-pyrrolo[2,3-b]pyridine-3-carboxaldehyde and 23 cm3 (217 mmol) of 2-methyl-2-butene were added to 120 cm3 of dioxane at a temperature of 20° C. and then a solution of 2.7 g (30 mmol) of sodium chlorite and 9.2 g (66.7 mmol) of monosodium phosphate in 100 cm3 of water was added. After stirring at a temperature in the region of 20° C. for 15 h, the reaction mixture was concentrated to dryness under reduced pressure (2.7 kPa). The residue was taken up in 50 cm3 of water, filt... Starting materials: FC=1C=C2N=C(C(=NC2=CC1)OC)NC(OCC)=O (Ethyl N-(6-fluoro-2-methoxyquinoxalin-3-yl)carbamate), COC=1C=C(C=C(C1OC)OC)N1CCNCC1 (1-(3,4,5-trimethoxyphenyl)piperazine). The product is FC=1C=C2N=C(C(=NC2=CC1)OC)NC(=O)N1CCN(CC1)C1=CC(=C(C(=C1)OC)OC)OC (1-[(6-Fluoro-2-methoxyquinoxalin-3-yl)aminocarbonyl]-4-(3,4,5-trimethoxyphenyl)piperazine). The yield is 76.0%. Reaction SMILES: [F:1][C:2]1[CH:3]=[C:4]2[C:9](=[CH:10][CH:11]=1)[N:8]=[C:7]([O:12][CH3:13])[C:6]([NH:14][C:15](=[O:19])OCC)=[N:5]2.[CH3:20][O:21][C:22]1[CH:23]=[C:24]([N:32]2[CH2:37][CH2:36][NH:35][CH2:34][CH2:33]2)[CH:25]=[C:26]([O:30][CH3:31])[C:27]=1[O:28][CH3:29]>>[F:1][C:2]1[CH:3]=[C:4]2[C:9](=[CH:10][CH:11]=1)[N:8]=[C:7]([O:12][CH3:13])[C:6]([NH:14][C:15]([N:35]1[CH2:34][CH2:33][N:32]([C:24]3[CH:23]=[C:22]([O:21][CH3:20])[C:27]([O:28][CH3:29])=[C:26]([O:30][CH3:31])[CH:25]=3)[CH2:37][CH2:36]1)=[O:19])=[N:5]2. Procedure: Ethyl N-(6-fluoro-2-methoxyquinoxalin-3-yl)carbamate and 1-(3,4,5-trimethoxyphenyl)piperazine were reacted by the same way with the example 1 to obtain the titled compound (yield, 76%). 1H NMR (200 MHz, CDCl3): δ 3.22 (s, 4H), 3.79-3.85 (m, 12H), 4.13 (s, 4H), 6.19 (s, 2H), 7.20-7.34 (m, 1H), 7.35-7.36 (m, 1H), 7.44 (s, 1H), 7.67-7.70 (m, 1H). Starting materials: COC(=O)C(C)(N)Cc1ccc(-c2ccc(C#N)cc2)cc1, CCC(c1ccccc1)N1Cc2cc3c(cc2CC1C(=O)O)N(C)C(=O)C(c1ccc(OCc2ccc(Cl)c(Cl)c2)cc1)O3. The product is CCC(c1ccccc1)N1Cc2cc3c(cc2CC1C(=O)NC(C)(Cc1ccc(-c2ccc(C#N)cc2)cc1)C(=O)OC)N(C)C(=O)C(c1ccc(OCc2ccc(Cl)c(Cl)c2)cc1)O3. As a reaction SMILES: [CH3:45][O:46][C:47]([C:48]([CH2:49][c:50]1[cH:51][cH:52][c:53](-[c:56]2[cH:57][cH:58][c:59]([C:62]#[N:63])[cH:60][cH:61]2)[cH:54][cH:55]1)([CH3:64])[NH2:65])=[O:66].[Cl:1][c:2]1[cH:3][c:4]([CH2:5][O:6][c:7]2[cH:8][cH:9][c:10]([CH:13]3[C:14](=[O:40])[N:15]([CH3:39])[c:16]4[cH:17][c:18]5[c:23]([cH:24][c:25]4[O:26]3)[CH2:22][N:21]([CH:27]([CH2:28][CH3:29])[c:30]3[cH:31][cH:32][cH:33][cH:34][cH:35]3)[CH:20]([C:36](=[O:37])[OH:38])[CH2:19]5)[cH:11][cH:12]2)[cH:41][cH:42][c:43]1[Cl:44]>>[Cl:1][c:2]1[cH:3][c:4]([CH2:5][O:6][c:7]2[cH:8][cH:9][c:10]([CH:13]3[C:14](=[O:40])[N:15]([CH3:39])[c:16]4[cH:17][c:18]5[c:23]([cH:24][c:25]4[O:26]3)[CH2:22][N:21]([CH:27]([CH2:28][CH3:29])[c:30]3[cH:31][cH:32][cH:33][cH:34][cH:35]3)[CH:20]([C:36](=[O:37])[NH:65][C:48]([C:47]([O:46][CH3:45])=[O:66])([CH2:49][c:50]3[cH:51][cH:52][c:53](-[c:56]4[cH:57][cH:58][c:59]([C:62]#[N:63])[cH:60][cH:61]4)[cH:54][cH:55]3)[CH3:64])[CH2:19]5)[cH:11][cH:12]2)[cH:41][cH:42][c:43]1[Cl:44]. Reactants: C(C1=CC=CC=C1)(=O)N=C=S (benzoyl isothiocyanate), COC=1C=C(C=CC1C1=CN=C(S1)C)N (3-methoxy-4-(2-methyl-thiazol-5-yl)-phenylamine), C([O-])([O-])=O.[K+].[K+] (potassium carbonate). Run in O1CCCC1 (tetrahydrofurane), O (water). Conditions: time 3 hour. Product: COC=1C=C(C=CC1C1=CN=C(S1)C)NC(=S)N ([3-Methoxy-4-(2-methyl-thiazol-5-yl)-phenyl]-thiourea). The yield is 89.9%. Reaction SMILES: [CH3:1][O:2][C:3]1[CH:4]=[C:5]([NH2:15])[CH:6]=[CH:7][C:8]=1[C:9]1[S:13][C:12]([CH3:14])=[N:11][CH:10]=1.C([N:24]=[C:25]=[S:26])(=O)C1C=CC=CC=1.C(=O)([O-])[O-].[K+].[K+]>O1CCCC1.O>[CH3:1][O:2][C:3]1[CH:4]=[C:5]([NH:15][C:25]([NH2:24])=[S:26])[CH:6]=[CH:7][C:8]=1[C:9]1[S:13][C:12]([CH3:14])=[N:11][CH:10]=1 |f:2.3.4|. Reported procedure: To a solution of 3-methoxy-4-(2-methyl-thiazol-5-yl)-phenylamine (100 mg, 0.45 mmol) in tetrahydrofurane (4 mL) was added drop wise under stirring and under an atmosphere benzoyl isothiocyanate (67.7 ul, 0.48 mmol). The reaction was stirred at room temperature for 3 hours and the solvent was removed under reduced pressure. The residue was dissolved in methanol (6 mL) and a solution of potassium carbonate (188 mg, 1.36 mmol) in water (3 mL) was added. The resulting suspension was stirred at room ... Reactants: CC1(C)Oc2ccc(C#N)cc2C(N(CC(=O)O)c2ccccc2)C1O, CCN. Yields the product CCNC(=O)CN(c1ccccc1)C1c2cc(C#N)ccc2OC(C)(C)C1O. As a reaction SMILES: [C:1](#[N:2])[c:3]1[cH:4][cH:5][c:6]2[c:7]([cH:26]1)[CH:8]([N:15]([c:16]1[cH:17][cH:18][cH:19][cH:20][cH:21]1)[CH2:22][C:23](=[O:24])[OH:25])[CH:9]([OH:14])[C:10]([CH3:12])([CH3:13])[O:11]2.[CH2:27]([CH3:28])[NH2:29]>>[C:1](#[N:2])[c:3]1[cH:4][cH:5][c:6]2[c:7]([cH:26]1)[CH:8]([N:15]([c:16]1[cH:17][cH:18][cH:19][cH:20][cH:21]1)[CH2:22][C:23](=[O:25])[NH:29][CH2:27][CH3:28])[CH:9]([OH:14])[C:10]([CH3:12])([CH3:13])[O:11]2. Reactants: ClC=1C=C(C=CC1S(=O)(=O)C)[C@H](C(=O)NC1=NC=C(N=C1)CO)CC1CCCC1 (2(R)-(3-chloro-4-methanesulfonyl-phenyl)-3-cyclopentyl-N-(5-hydroxymethyl-pyrazin-2-yl)-propionamide), C1(=CC=CC=C1)P(C1=CC=CC=C1)C1=CC=CC=C1 (triphenylphosphine), C(Br)(Br)(Br)Br (carbon tetrabromide). Run in O1CCCC1 (tetrahydrofuran). Conditions: temperature 25 celsius, time 6 hour. The product is ethyl acetate hexanes, BrCC=1N=CC(=NC1)NC([C@H](CC1CCCC1)C1=CC(=C(C=C1)S(=O)(=O)C)Cl)=O (N-(5-bromomethyl-pyrazin-2-yl)-2(R)-(3-chloro-4-methanesulfonyl-phenyl)-3-cyclopentyl-propionamide). Isolated yield 64.7%. RXN SMILES: [Cl:1][C:2]1[CH:3]=[C:4]([C@@H:12]([CH2:24][CH:25]2[CH2:29][CH2:28][CH2:27][CH2:26]2)[C:13]([NH:15][C:16]2[CH:21]=[N:20][C:19]([CH2:22]O)=[CH:18][N:17]=2)=[O:14])[CH:5]=[CH:6][C:7]=1[S:8]([CH3:11])(=[O:10])=[O:9].C1(P(C2C=CC=CC=2)C2C=CC=CC=2)C=CC=CC=1.C(Br)(Br)(Br)[Br:50]>O1CCCC1>[Br:50][CH2:22][C:19]1[N:20]=[CH:21][C:16]([NH:15][C:13](=[O:14])[C@@H:12]([C:4]2[CH:5]=[CH:6][C:7]([S:8]([CH3:11])(=[O:10])=[O:9])=[C:2]([Cl:1])[CH:3]=2)[CH2:24][CH:25]2[CH2:29][CH2:28][CH2:27][CH2:26]2)=[N:17][CH:18]=1. Procedure: A solution of 2(R)-(3-chloro-4-methanesulfonyl-phenyl)-3-cyclopentyl-N-(5-hydroxymethyl-pyrazin-2-yl)-propionamide (457.1 mg, 1.04 mmol) in tetrahydrofuran (10 mL) was treated with triphenylphosphine (573.5 mg, 2.19 mmol) and carbon tetrabromide (726.2 mg, 2.19 mmol). The reaction solution was stirred at 25° C. for 6 h and then was concentrated in vacuo. Biotage chromatography (FLASH 40L, Silica, 1/2 ethyl acetate/hexanes) afforded N-(5-bromomethyl-pyrazin-2-yl)-2(R)-(3-chloro-4-methanesulfonyl-... Reactants: C(#N)C1=CC2=CC[C@H]3[C@@H]4CC[C@@H]([C@@]4(C)CC[C@@H]3[C@]2(CC1)C)C(SC1=NC=CC=C1)=O (S-2-pyridyl 3-cyanoandrosta-3,5-diene-17β-thiocarboxylate), C1(=CC=CC=C1)C(CC1=CC=CC=C1)N (1,2-diphenylethylamine). Yields the product C1(=CC=CC=C1)C(CC1=CC=CC=C1)NC(=O)[C@@H]1[C@]2(C)[C@@H](CC1)[C@@H]1CC=C3C=C(CC[C@]3(C)[C@H]1CC2)C#N (N-(1,2-Diphenylethyl)-3-cyanoandrosta-3,5-diene-17β-carboxamide). As a reaction SMILES: [C:1]([C:3]1[CH2:20][CH2:19][C@@:18]2([CH3:21])[C:5](=[CH:6][CH2:7][C@@H:8]3[C@@H:17]2[CH2:16][CH2:15][C@@:13]2([CH3:14])[C@H:9]3[CH2:10][CH2:11][C@@H:12]2[C:22](=[O:30])SC2C=CC=CN=2)[CH:4]=1)#[N:2].[C:31]1([CH:37]([NH2:45])[CH2:38][C:39]2[CH:44]=[CH:43][CH:42]=[CH:41][CH:40]=2)[CH:36]=[CH:35][CH:34]=[CH:33][CH:32]=1>>[C:31]1([CH:37]([NH:45][C:22]([C@H:12]2[CH2:11][CH2:10][C@H:9]3[C@H:8]4[C@H:17]([CH2:16][CH2:15][C@:13]23[CH3:14])[C@:18]2([CH3:21])[C:5]([CH:4]=[C:3]([C:1]#[N:2])[CH2:20][CH2:19]2)=[CH:6][CH2:7]4)=[O:30])[CH2:38][C:39]2[CH:40]=[CH:41][CH:42]=[CH:43][CH:44]=2)[CH:36]=[CH:35][CH:34]=[CH:33][CH:32]=1. Procedure: A procedure similar to that described in Example 3(b) was repeated, except that S-2-pyridyl 3-cyanoandrosta-3,5-diene-17β-thiocarboxylate [prepared as described in Example 3(a)] and 1,2-diphenylethylamine were employed as starting materials, in relative proportions similar to those used in that Example, to give the title compound in a quantitative yield.